Task: describe an organic reaction: reactants, conditions, products, and yield. Dataset: the Open Reaction Database (ORD), a public repository of structured organic reaction records Starting materials: O=[N+]([O-])c1cccc(Br)c1O, CCO, [Na+], [Na+], O, O=S([O-])S(=O)[O-]. The product is Nc1cccc(Br)c1O. As a reaction SMILES: [Br:1][c:2]1[c:3]([OH:11])[c:4]([N+:8]([O-:9])=[O:10])[cH:5][cH:6][cH:7]1.[CH3:20][CH2:21][OH:22].[Na+:18].[Na+:19].[OH2:23].[S:12]([S:13]([O-:14])=[O:15])([O-:16])=[O:17]>>[Br:1][c:2]1[c:3]([OH:11])[c:4]([NH2:8])[cH:5][cH:6][cH:7]1. Reaction SMILES: [NH2:1][C:2]1[N:7]=[C:6]([CH:8]2[CH2:13][CH2:12][CH2:11][N:10]([C:14]([O:16][CH2:17][C:18]3[CH:23]=[CH:22][CH:21]=[CH:20][CH:19]=3)=[O:15])[CH2:9]2)[CH:5]=[C:4](Cl)[N:3]=1.[F:25][C:26]1[CH:27]=[C:28]([CH:30]=[CH:31][C:32]=1[O:33][C:34]1[CH:39]=[CH:38][N:37]=[C:36]2[NH:40][CH:41]=[CH:42][C:35]=12)[NH2:29].Cl.C(=O)(O)[O-].[Na+]>O.C(O)C>[NH2:1][C:2]1[N:7]=[C:6]([CH:8]2[CH2:13][CH2:12][CH2:11][N:10]([C:14]([O:16][CH2:17][C:18]3[CH:23]=[CH:22][CH:21]=[CH:20][CH:19]=3)=[O:15])[CH2:9]2)[CH:5]=[C:4]([NH:29][C:28]2[CH:30]=[CH:31][C:32]([O:33][C:34]3[CH:39]=[CH:38][N:37]=[C:36]4[NH:40][CH:41]=[CH:42][C:35]=34)=[C:26]([F:25])[CH:27]=2)[N:3]=1 |f:3.4|. Conditions: temperature 100 celsius, time 18 hour. Starting materials: NC1=NC(=CC(=N1)C1CN(CCC1)C(=O)OCC1=CC=CC=C1)Cl (benzyl 3-(2-amino-6-chloropyrimidin-4-yl)piperidine-1-carboxylate), C([O-])(O)=O.[Na+] (sodium bicarbonate), FC=1C=C(N)C=CC1OC1=C2C(=NC=C1)NC=C2 (3-Fluoro-4-(1H-pyrrolo[2,3-b]pyridin-4-yloxy)aniline), Cl (hydrochloric acid). Solvent: O (water), C(C)O (ethanol). The product is NC1=NC(=CC(=N1)C1CN(CCC1)C(=O)OCC1=CC=CC=C1)NC1=CC(=C(C=C1)OC1=C2C(=NC=C1)NC=C2)F (Benzyl 3-(2-amino-6-{[3-fluoro-4-(1H-pyrrolo[2,3-b]pyridin-4-yloxy)phenyl]-amino}pyrimidin-4-yl)piperidine-1-carboxylate). Procedure: 1.05 g (2.89 mmol) of benzyl 3-(2-amino-6-chloropyrimidin-4-yl)piperidine-1-carboxylate (from example LXXII) and 0.75 g (2.89 mmol) of [3-fluoro-4-(1H-pyrrolo[2,3-b]pyridin-4-yloxy)phenyl]amine (from example XIX) are suspended in 35 ml of water and 4 ml of ethanol. 0.29 ml (3.47 mmol) of 37% strength hydrochloric acid is added. The mixture is stirred at 100° C. for 18 hours. After cooling, the mixture is neutralized using a saturated aqueous sodium bicarbonate solution and extracted three times ... Starting materials: BrC=1SC2=C(N1)C(=CC(=C2)C)C2=CC(=C(C=C2)F)Cl (2-bromo-4-(3-chloro-4-fluorophenyl)-6-methylbenzo[d]thiazole), Cl.Cl.CC1=CC(=NC=N1)N1CCC(CC1)N (1-(6-methyl-pyrimidin-4-yl)-piperidin-4-ylamine dihydrochloride). The product is ClC=1C=C(C=CC1F)C1=CC(=CC2=C1N=C(S2)NC2CCN(CC2)C2=NC=NC(=C2)C)C (4-(3-Chloro-4-fluorophenyl)-6-methyl-N-(1-(6-methylpyrimidin-4-yl)piperidin-4-yl)benzo[d]thiazol-2-amine). RXN SMILES: Br[C:2]1[S:3][C:4]2[CH:10]=[C:9]([CH3:11])[CH:8]=[C:7]([C:12]3[CH:17]=[CH:16][C:15]([F:18])=[C:14]([Cl:19])[CH:13]=3)[C:5]=2[N:6]=1.Cl.Cl.[CH3:22][C:23]1[N:28]=[CH:27][N:26]=[C:25]([N:29]2[CH2:34][CH2:33][CH:32]([NH2:35])[CH2:31][CH2:30]2)[CH:24]=1>>[Cl:19][C:14]1[CH:13]=[C:12]([C:7]2[C:5]3[N:6]=[C:2]([NH:35][CH:32]4[CH2:33][CH2:34][N:29]([C:25]5[CH:24]=[C:23]([CH3:22])[N:28]=[CH:27][N:26]=5)[CH2:30][CH2:31]4)[S:3][C:4]=3[CH:10]=[C:9]([CH3:11])[CH:8]=2)[CH:17]=[CH:16][C:15]=1[F:18] |f:1.2.3|. Reported procedure: Prepared in analogy to example 207d, starting from 2-bromo-4-(3-chloro-4-fluorophenyl)-6-methylbenzo[d]thiazole and 1-(6-methyl-pyrimidin-4-yl)-piperidin-4-ylamine dihydrochloride. The title compound was obtained as a white solid. The reactants are C(CC(O)(C(=O)O)CC(=O)O)(=O)O (citric acid), ClC1=C(C=O)C=CC(=N1)C (2-chloro-6-methylnicotinaldehyde), O.NN (hydrazine monohydrate), O.C1(=CC=C(C=C1)S(=O)(=O)O)C (para-toluenesulfonic acid monohydrate). Conditions: temperature 130 celsius, time 18 hour. Product: CC1=CC=C2C(=N1)NN=C2 (6-methyl-1H-pyrazolo[3,4-b]pyridine). Reaction SMILES: Cl[C:2]1[N:9]=[C:8]([CH3:10])[CH:7]=[CH:6][C:3]=1[CH:4]=O.O.[NH2:12][NH2:13].O.C1(C)C=CC(S(O)(=O)=O)=CC=1.C(O)(=O)CC(CC(O)=O)(C(O)=O)O>>[CH3:10][C:8]1[N:9]=[C:2]2[NH:12][N:13]=[CH:4][C:3]2=[CH:6][CH:7]=1 |f:1.2,3.4|. Procedure: to a mixture of 2-chloro-6-methylnicotinaldehyde (5.0 g) and hydrazine monohydrate (6.24 mL) was added para-toluenesulfonic acid monohydrate (3.67 g), and the mixture was stirred at 130° C. for 18 hours. The reaction solution was cooled, and then thereto was added 10% aqueous citric acid solution, and the mixture was stirred at room temperature for 30 minutes. The reaction solution was extracted with ethyl acetate, and washed with saturated saline. The organic layer was dried over sodium sulfate... Starting materials: CCC(C)(CC(=O)OC)c1cccc(OCc2ccccc2)c1, CO. Product: CCC(C)(CC(=O)OC)c1cccc(O)c1. RXN SMILES: [CH3:1][C:2]([CH2:3][C:4](=[O:5])[O:6][CH3:7])([CH2:8][CH3:9])[c:10]1[cH:11][c:12]([O:16][CH2:17][c:18]2[cH:19][cH:20][cH:21][cH:22][cH:23]2)[cH:13][cH:14][cH:15]1.[CH3:24][OH:25]>>[CH3:1][C:2]([CH2:3][C:4](=[O:5])[O:6][CH3:7])([CH2:8][CH3:9])[c:10]1[cH:11][c:12]([OH:16])[cH:13][cH:14][cH:15]1. The reactants are C(CCCCCS)S (1,6-hexanedithiol), C([O-])([O-])=O.[K+].[K+] (potassium carbonate), ClC1=CC=C(C=C1)C(C(C)(N1CCOCC1)C)=O (1-(4-chlorophenyl)-2-methyl-2-morpholin-4-yl-propan-1-one). The solvent is CC(=O)N(C)C (dimethylacetamide), CC(=O)N(C)C (dimethylacetamide), C(C)(=O)OCC (ethyl acetate). Reaction conditions: temperature 85 celsius, time 18 hour. Product: SCCCCCCSC1=CC=C(C=C1)C(C(C)(N1CCOCC1)C)=O (1-[4-(6-mercaptohexylthio)-phenyl]-2-methyl-2-morpholine-4-yl-propane-1-one). Reaction SMILES: [CH2:1]([SH:8])[CH2:2][CH2:3][CH2:4][CH2:5][CH2:6][SH:7].C(=O)([O-])[O-].[K+].[K+].Cl[C:16]1[CH:21]=[CH:20][C:19]([C:22](=[O:32])[C:23]([CH3:31])([N:25]2[CH2:30][CH2:29][O:28][CH2:27][CH2:26]2)[CH3:24])=[CH:18][CH:17]=1>CC(N(C)C)=O.C(OCC)(=O)C>[SH:7][CH2:6][CH2:5][CH2:4][CH2:3][CH2:2][CH2:1][S:8][C:16]1[CH:17]=[CH:18][C:19]([C:22](=[O:32])[C:23]([CH3:24])([N:25]2[CH2:26][CH2:27][O:28][CH2:29][CH2:30]2)[CH3:31])=[CH:20][CH:21]=1 |f:1.2.3|. Procedure details: 10.0 g (0.066 mol) of 1,6-hexanedithiol are added to a suspension of 3.6 g (0.026 mol) of potassium carbonate in 15 ml of dimethylacetamide. The suspension is heated to 85° C., and a solution of 3.6 g (0.013 mol) of 1-(4-chlorophenyl)-2-methyl-2-morpholin-4-yl-propan-1-one in 20 ml of dimethylacetamide is added dropwise over 20 min. After stirring for 18 h, the reaction mixture is cooled, diluted with ethyl acetate (60 ml), and filtered. The filtrate is washed with water (3×50 ml), dried over Mg... Starting materials: ice water, COCCl (chloromethyl methyl ether), [N+](=O)([O-])C1=CC=C(C(C=O)=C1)O (5-Nitrosalicylaldehyde), [Cl-].[Al+3].[Cl-].[Cl-] (aluminum chloride). Reaction conditions: time 10 minute. Product: ClCC1=C(C(C=O)=CC(=C1)[N+](=O)[O-])O (3-chloromethyl-5-nitrosalicylaldehyde), crystal. Isolated yield 80.0%. Reaction SMILES: [N+:1]([C:4]1[CH:11]=[C:8]([CH:9]=[O:10])[C:7]([OH:12])=[CH:6][CH:5]=1)([O-:3])=[O:2].[Cl-].[Al+3].[Cl-].[Cl-].CO[CH2:19][Cl:20]>>[Cl:20][CH2:19][C:6]1[CH:5]=[C:4]([N+:1]([O-:3])=[O:2])[CH:11]=[C:8]([CH:9]=[O:10])[C:7]=1[OH:12] |f:1.2.3.4|. Procedure: 5-Nitrosalicylaldehyde (2.42 g, 14.5 mmols) was suspended in 20 ml of chloromethyl methyl ether, and aluminum chloride (7.97 g, 60.0 mmols) was added while cooling in an ice bath. After stirring at room temperature for 10 minutes, the mixture was heated at 60° C. for one hour. Then, the reaction solution was poured into 100 ml of ice water while cooling in an ice bath and the resulting yellow precipitate was filtered. The resulting precipitate was recrystallized from 330 ml of hexane to give 3-c...